Dataset: the Open Reaction Database (ORD), a public repository of structured organic reaction records. Task: describe an organic reaction: reactants, conditions, products, and yield The reactants are NCCS(=O)(=O)O (taurine), Cl (hydrochloric acid), FC(C(=O)N(CCCCCCCCC1CCCCC1)C1=CC=C(C(=O)ON2C(CCC2=O)=O)C=C1)(F)F (N-{p-[2,2,2-trifluoro-N-(8-cyclohexyloctyl)acetamido]benzoyloxy}succinimide), [OH-].[Na+] (sodium hydroxide). Run in O (water), C(C)N(CC)CC (triethylamine), O (water), C(C)O (ethanol). Run at time 24 hour. The product is C1(CCCCC1)CCCCCCCCNC1=CC=C(C(=O)NCCS(=O)(=O)O)C=C1 (N-[4-(8-cyclohexyloctylamino)benzoyl]-2-aminoethanesulfonic acid). Reaction SMILES: [NH2:1][CH2:2][CH2:3][S:4]([OH:7])(=[O:6])=[O:5].FC(F)(F)C([N:12]([C:27]1[CH:42]=[CH:41][C:30]([C:31](ON2C(=O)CCC2=O)=[O:32])=[CH:29][CH:28]=1)[CH2:13][CH2:14][CH2:15][CH2:16][CH2:17][CH2:18][CH2:19][CH2:20][CH:21]1[CH2:26][CH2:25][CH2:24][CH2:23][CH2:22]1)=O.[OH-].[Na+].Cl>O.C(O)C.C(N(CC)CC)C>[CH:21]1([CH2:20][CH2:19][CH2:18][CH2:17][CH2:16][CH2:15][CH2:14][CH2:13][NH:12][C:27]2[CH:42]=[CH:41][C:30]([C:31]([NH:1][CH2:2][CH2:3][S:4]([OH:7])(=[O:6])=[O:5])=[O:32])=[CH:29][CH:28]=2)[CH2:26][CH2:25][CH2:24][CH2:23][CH2:22]1 |f:2.3|. Procedure details: To a stirred solution of 2.50 g. of taurine and 5.6 ml. of triethylamine in 22.5 ml. of water is added 5.55 g. of N-{p-[2,2,2-trifluoro-N-(8-cyclohexyloctyl)acetamido]benzoyloxy}succinimide as a solution in 45 ml. of ethanol. After 24 hours, the mixture is treated with 20 ml. of 2.0 M sodium hydroxide and 25 ml. of water. After stirring for 10 min., the mixture is acidified with dilute hydrochloric acid, and the crude product is collected by filtration. Recrystallization affords the title compou... The reactants are BrCC#N (bromoacetonitrile), [H-].[Na+] (sodium hydride), C1(=CC=CC=C1)C(C=O)C1=CC=CC=C1 (diphenylacetoaldehyde). Solvent: O1CCCC1 (tetrahydrofuran), O1CCCC1 (tetrahydrofuran), ice water. Product: C1(=CC=CC=C1)C(CC#N)(C=O)C1=CC=CC=C1 (3,3-Diphenyl-3-formylpropionitrile). As a reaction SMILES: [C:1]1([CH:7]([C:10]2[CH:15]=[CH:14][CH:13]=[CH:12][CH:11]=2)[CH:8]=[O:9])[CH:6]=[CH:5][CH:4]=[CH:3][CH:2]=1.[H-].[Na+].Br[CH2:19][C:20]#[N:21]>O1CCCC1>[C:10]1([C:7]([C:1]2[CH:2]=[CH:3][CH:4]=[CH:5][CH:6]=2)([CH:8]=[O:9])[CH2:19][C:20]#[N:21])[CH:11]=[CH:12][CH:13]=[CH:14][CH:15]=1 |f:1.2|. Reported procedure: To a solution of diphenylacetoaldehyde (1 g) in tetrahydrofuran (10 ml) was added a suspension of 60% sodium hydride (0.25 g) in tetrahydrofuran (5 ml) carefully dropwise under ice-cooling and stirring. After completion of dropwise addition, the mixture was further stirred for 20 minutes. Then, bromoacetonitrile (0.41 ml) was added and the mixture was further stirred for 30 minutes. The reaction mixture was poured in ice-water and the oil that had separated out was extracted into ethyl acetate. ... Starting materials: Cl.Cl.Cl.ON(C(=NCCSCC1=C(N=CN1)C)N)CCSCC1=C(N=CN1)C (N-Hydroxy-N,N"-bis[2-((4-methyl-5-imidazolyl)methylthio)ethyl]guanidine trihydrochloride), Cl.CON (methoxyamine hydrochloride), C(O)([O-])=O.[K+] (potassium hydrogen carbonate). The solvent is O (water). Product: Cl.Cl.Cl.CONC(=NCCSCC1=C(N=CN1)C)NCCSCC1=C(N=CN1)C (N-Methoxy-N',N"-bis[2-((4-methyl-5-imidazolyl)methylthio)ethyl]guanidine trihydrochloride). Yield: 34.3%. Reaction SMILES: [ClH:1].Cl.Cl.O[N:5]([CH2:19][CH2:20][S:21][CH2:22][C:23]1[NH:27][CH:26]=[N:25][C:24]=1[CH3:28])[C:6]([NH2:18])=[N:7][CH2:8][CH2:9][S:10][CH2:11][C:12]1[NH:16][CH:15]=[N:14][C:13]=1[CH3:17].Cl.[CH3:30][O:31]N.C(=O)([O-])O.[K+]>O>[ClH:1].[ClH:1].[ClH:1].[CH3:30][O:31][NH:18][C:6]([NH:5][CH2:19][CH2:20][S:21][CH2:22][C:23]1[NH:27][CH:26]=[N:25][C:24]=1[CH3:28])=[N:7][CH2:8][CH2:9][S:10][CH2:11][C:12]1[NH:16][CH:15]=[N:14][C:13]=1[CH3:17] |f:0.1.2.3,4.5,6.7,9.10.11.12|. Procedure details: A mixture of the isothiourea trihydrochloride from Example 2 (ii) (5.1 g), methoxyamine hydrochloride (2.5 g), potassium hydrogen carbonate (5.0 g) and water (30 ml) was refluxed for 24 hours. The products were partitioned between N sodium hydroxide and n-butanol. The n-butanol solution was then extracted with N hydrochloric acid, and the extracts concentrated and dissolved in isopropanol. After filtration from inorganic material, the filtrate gave the title compound (0.6 g). When a solution in ... Yields the product C(O)C(C)(CO)CO (trimethylolethane), N(CCO)(CCO)CCO (triethanolamine). Solvent: O (water), CC(=O)CC (methylethylketone), CN1C(CCC1)=O (N-methyl pyrrolidone). The reagents and catalysts are [Sn] (tin). RXN SMILES: [CH2:1]([C:3]([CH2:7][OH:8])([CH2:5][OH:6])[CH3:4])[OH:2].C[C:10]([N:14]([CH3:16])[CH3:15])([CH2:12][OH:13])C.[C:17]([OH:22])(CC)(C)C.CC(=O)C[C:26](=[O:28])C.CC(=O)CC(C)(O)C>[Sn].O.CC(CC)=O.CN1CCCC1=O>[CH2:1]([C:3]([CH2:7][OH:8])([CH2:5][OH:6])[CH3:4])[OH:2].[N:14]([CH2:16][CH2:17][OH:22])([CH2:15][CH2:26][OH:28])[CH2:10][CH2:12][OH:13] |^3:37|. Procedure details: 22.4 g DP9C/012, 3.9 g Poly G 83-34, 1.0 g Pluronic L-62, 0.4 g trimethylolethane, 2.0 g Cirrasol G-265, 1.0 g DMAMP DBS, and 0.11 g tin catalyst are added to 2.6 g N-methyl pyrrolidone plus 4.7 g methylethylketone, 2.8 g tertiary amyl alcohol, 0.6 g 2,4-pentanedione and 4.0 g diacetone alcohol and are mixed together. The mixture is heated to 60° C. and then reacted for 6 hours in a nitrogen atmosphere. Following the reaction, the resulting polyurethane prepolymer mixture is cooled and then disp... The reactants are polyurethane, polyurethane, Pluronic L-62, C(O)C(C)(CO)CO (trimethylolethane), CC(C)(CO)N(C)C (DMAMP), C(C)(C)(CC)O (tertiary amyl alcohol), CC(CC(C)=O)=O (2,4-pentanedione), CC(CC(C)(O)C)=O (diacetone alcohol). Run at temperature 60 celsius. Yields the product C(C1=CC=CC=C1)OCCC1=CC=C(C=C1)Br (4-(2-Benzyloxyethyl)-1-bromobenzene). The solvent is COCCOC (1,2-dimethoxyethane). Reactants: [Cl-].[NH4+] (ammonium chloride), [H-].[Na+] (sodium hydride), C(C1=CC=CC=C1)Br (benzyl bromide), BrC1=CC=C(C=C1)CCO (2-(4-bromophenyl)ethanol). Reaction SMILES: [H-].[Na+].[Br:3][C:4]1[CH:9]=[CH:8][C:7]([CH2:10][CH2:11][OH:12])=[CH:6][CH:5]=1.[CH2:13](Br)[C:14]1[CH:19]=[CH:18][CH:17]=[CH:16][CH:15]=1.[Cl-].[NH4+]>COCCOC>[CH2:13]([O:12][CH2:11][CH2:10][C:7]1[CH:8]=[CH:9][C:4]([Br:3])=[CH:5][CH:6]=1)[C:14]1[CH:19]=[CH:18][CH:17]=[CH:16][CH:15]=1 |f:0.1,4.5|. Reaction conditions: time 1.5 hour. Procedure details: To a suspension of sodium hydride (60%, 1.09 g) in 1,2-dimethoxyethane (25 mL) was added 2-(4-bromophenyl)ethanol (5 g) under ice-cooling, and the mixture was stirred at room temperature for 1.5 hours. To the reaction mixture was added benzyl bromide (3.25 mL), and the mixture was stirred at 80° C. overnight. To the reaction mixture was added a saturated aqueous ammonium chloride solution, and the resulting mixture was extracted with diethyl ether. The extract was washed with water and brine, an... Starting materials: I.C1(=CC=CC=C1)C(NC(SC)=N)C1=CC=CC=C1 (1-(Diphenylmethyl)-2-methyl-2-thiopseudourea hydriodide), [OH-].[Na+] (sodium hydroxide), [OH-].[Na+] (sodium hydroxide), N1CCOCC1 (morpholine), Cl[O-].[Na+] (sodium hypochlorite). As a reaction SMILES: I.[C:2]1([CH:8]([C:14]2[CH:19]=[CH:18][CH:17]=[CH:16][CH:15]=2)[NH:9][C:10](=[NH:13])SC)[CH:7]=[CH:6][CH:5]=[CH:4][CH:3]=1.[NH:20]1[CH2:25][CH2:24][O:23][CH2:22][CH2:21]1.Cl[O-].[Na+].[OH-].[Na+]>C(O)(C)(C)C>[C:2]1([CH:8]([C:14]2[CH:19]=[CH:18][CH:17]=[CH:16][CH:15]=2)[NH:9][C:10]([N:20]2[CH2:25][CH2:24][O:23][CH2:22][CH2:21]2)=[NH:13])[CH:7]=[CH:6][CH:5]=[CH:4][CH:3]=1 |f:0.1,3.4,5.6|. Yields the product C1(=CC=CC=C1)C(NC(=N)N1CCOCC1)C1=CC=CC=C1 (N-(diphenylmethyl)-4-morpholinecarboximidamide). Solvent: C(C)(C)(C)O (tert-butanol). Reported procedure: 1-(Diphenylmethyl)-2-methyl-2-thiopseudourea hydriodide (19.2g., 0.05 mole) in 75 ml. tert-butanol is heated at reflux for 24 hours with morpholine (8.7 g., 0.1 mole) under a slow stream of nitrogen. The effluent gas is passed through sodium hypochlorite and sodium hydroxide traps to remove the methyl mercaptan formed in the reaction. The mixture was taken to dryness in vacuo and the residue was treated with 3N sodium hydroxide. Extraction with methylene chloride, washing the combined extracts w... As a reaction SMILES: [F:1][C:2]1[C:7]([O:8][CH3:9])=[CH:6][C:5]([O:10][CH3:11])=[C:4]([F:12])[C:3]=1[C:13]1[N:18]=[CH:17][C:16]2[C:19](I)=[N:20][N:21](C3CCCCO3)[C:15]=2[CH:14]=1.[F:29][C:30]1[CH:38]=[C:37]2[C:33]([CH2:34][N:35]([CH:40]([CH3:42])[CH3:41])[C:36]2=[O:39])=[CH:32][C:31]=1B(O)O>>[F:1][C:2]1[C:7]([O:8][CH3:9])=[CH:6][C:5]([O:10][CH3:11])=[C:4]([F:12])[C:3]=1[C:13]1[N:18]=[CH:17][C:16]2[C:19]([C:31]3[CH:32]=[C:33]4[C:37](=[CH:38][C:30]=3[F:29])[C:36](=[O:39])[N:35]([CH:40]([CH3:42])[CH3:41])[CH2:34]4)=[N:20][NH:21][C:15]=2[CH:14]=1. Procedure details: This compound was prepared by using procedures analogous to those described for the synthesis of Example 52, Step 8 starting from 6-(2,6-difluoro-3,5-dimethoxyphenyl)-3-iodo-1-(tetrahydro-2H-pyran-2-yl)-1H-pyrazolo[4,3-c]pyridine and (6-fluoro-2-isopropyl-1-oxo-2,3-dihydro-1H-isoindol-5-yl)boronic acid. LCMS (M+H)+=483.1. The product is FC1=C(C(=C(C=C1OC)OC)F)C1=CC2=C(C=N1)C(=NN2)C=2C=C1CN(C(C1=CC2F)=O)C(C)C (5-[6-(2,6-difluoro-3,5-dimethoxyphenyl)-1H-pyrazolo[4,3-c]pyridin-3-yl]-6-fluoro-2-isopropylisoindolin-1-one). Starting materials: FC1=C(C(=C(C=C1OC)OC)F)C1=CC2=C(C=N1)C(=NN2C2OCCCC2)I (6-(2,6-difluoro-3,5-dimethoxyphenyl)-3-iodo-1-(tetrahydro-2H-pyran-2-yl)-1H-pyrazolo[4,3-c]pyridine), FC1=C(C=C2CN(C(C2=C1)=O)C(C)C)B(O)O ((6-fluoro-2-isopropyl-1-oxo-2,3-dihydro-1H-isoindol-5-yl)boronic acid).